Dataset: the Open Reaction Database (ORD), a public repository of structured organic reaction records. Task: describe an organic reaction: reactants, conditions, products, and yield Reactants: FC1=C(C=CC=C1)NC(NC1=CC=C(C=C1)C1=CC=C2CN(C(C2=C1)=O)[C@H](C(=O)O)C(C)C)=S ((S)-2-(6-(4-(3-(2-Fluorophenyl)thioureido)phenyl)-1-oxoisoindolin-2-yl)-3-methylbutanoic acid), FC=1C=C(C=CC1)NC(NC1=CC=C(C=C1)C1=CC=C2CN(C(C2=C1)=O)[C@H](C(=O)OC)C(C)C)=S ((S)-Methyl 2-(6-(4-(3-(3-fluorophenyl)thioureido)phenyl)-1-oxoisoindolin-2-yl)-3-methylbutanoate). The product is FC=1C=C(C=CC1)NC(NC1=CC=C(C=C1)C1=CC=C2CN(C(C2=C1)=O)[C@H](C(=O)O)C(C)C)=S ((S)-2-(6-(4-(3-(3-Fluorophenyl)thioureido)phenyl)-1-oxoisoindolin-2-yl)-3-methylbutanoic acid). Isolated yield 93.0%. RXN SMILES: FC1C=CC=CC=1NC(=S)NC1C=CC(C2C=C3C(CN([C@@H](C(C)C)C(O)=O)C3=O)=CC=2)=CC=1.[F:35][C:36]1[CH:37]=[C:38]([NH:42][C:43](=[S:69])[NH:44][C:45]2[CH:50]=[CH:49][C:48]([C:51]3[CH:59]=[C:58]4[C:54]([CH2:55][N:56]([C@@H:61]([CH:66]([CH3:68])[CH3:67])[C:62]([O:64]C)=[O:63])[C:57]4=[O:60])=[CH:53][CH:52]=3)=[CH:47][CH:46]=2)[CH:39]=[CH:40][CH:41]=1>>[F:35][C:36]1[CH:37]=[C:38]([NH:42][C:43](=[S:69])[NH:44][C:45]2[CH:50]=[CH:49][C:48]([C:51]3[CH:59]=[C:58]4[C:54]([CH2:55][N:56]([C@@H:61]([CH:66]([CH3:67])[CH3:68])[C:62]([OH:64])=[O:63])[C:57]4=[O:60])=[CH:53][CH:52]=3)=[CH:47][CH:46]=2)[CH:39]=[CH:40][CH:41]=1. Procedure details: The compound of example 56 was prepared analogous to compound of example 52 by hydrolysis of compound of example 55. As a reaction SMILES: CC(C)(C)[C@H](NC(=O)[C@@H](NC)C)C(N1[C@H](C(N[C@H]2C3C(=CC=CC=3)CCC2)=O)CC2C(=CC(N[C@H]3C[C@@H](C(=O)N[C@H]4C5C(=CC=CC=5)CCC4)N(C(=O)[C@@H](NC(=O)[C@@H](NC)C)C(C)(C)C)C3)=CC=2)C1)=O.[C:71]([O:75][C:76]([N:78]1[C@H:82]([C:83]([O:85][CH3:86])=[O:84])[CH:81]=[C:80]([C:87]2[CH:96]=[C:95]3[C:90]([CH2:91][C@@H:92]([C:104]([O:106][CH3:107])=[O:105])[N:93]([C:97]([O:99][C:100]([CH3:103])([CH3:102])[CH3:101])=[O:98])[CH2:94]3)=[CH:89][CH:88]=2)[CH2:79]1)=[O:77])([CH3:74])([CH3:73])[CH3:72]>>[C:71]([O:75][C:76]([N:78]1[C@H:82]([C:83]([O:85][CH3:86])=[O:84])[CH2:81][C@H:80]([C:87]2[CH:96]=[C:95]3[C:90]([CH2:91][C@@H:92]([C:104]([O:106][CH3:107])=[O:105])[N:93]([C:97]([O:99][C:100]([CH3:102])([CH3:101])[CH3:103])=[O:98])[CH2:94]3)=[CH:89][CH:88]=2)[CH2:79]1)=[O:77])([CH3:74])([CH3:72])[CH3:73]. The yield is 88.5%. Yields the product C(C)(C)(C)OC(=O)N1C[C@H](C[C@H]1C(=O)OC)C1=CC=C2C[C@H](N(CC2=C1)C(=O)OC(C)(C)C)C(=O)OC ((S)-2-tert-Butyl 3-methyl 7-((3R,5S)-1-(tert-butoxycarbonyl)-5-(methoxycarbonyl)pyrrolidin-3-yl)-3,4-dihydroisoquinoline-2,3(1H)-dicarboxylate). Procedure: Following a procedure analogous to that for the synthesis of Compound C of Example 20, (S)-2-tert-butyl 3-methyl 7-((5)-1-(tert-butoxycarbonyl)-5-(methoxycarbonyl)-2,5-dihydro-1H-pyrrol-3-yl)-3,4-dihydroisoquinoline-2,3(1H)-dicarboxylate (563 mg, 1.09 mmol) was converted to the title compound (500 mg, 88%). MS (ESI) m/z 519.5 (M+H)+. Reactants: CC([C@@H](C(=O)N1CC2=CC(=CC=C2C[C@H]1C(=O)N[C@@H]1CCCC2=CC=CC=C12)N[C@@H]1CN([C@@H](C1)C(N[C@@H]1CCCC2=CC=CC=C12)=O)C([C@H](C(C)(C)C)NC([C@H](C)NC)=O)=O)NC([C@H](C)NC)=O)(C)C ((S)-2-((S)-3,3-Dimethyl-2-((S)-2-(methylamino)propanamido)butanoyl)-7-(((3S,5S)-1-((S)-3,3-dimethyl-2-((S)-2-(methylamino)propanamido)butanoyl)-5-(((R)-1,2,3,4-tetrahydronaphthalen-1-yl)carbamoyl)pyrrolidin-3-yl)amino)-N—((R)-1,2,3,4-tetrahydronaphthalen-1-yl)-1,2,3,4-tetrahydroisoquinoline-3-carboxamide), C(C)(C)(C)OC(=O)N1CC(=C[C@H]1C(=O)OC)C1=CC=C2C[C@H](N(CC2=C1)C(=O)OC(C)(C)C)C(=O)OC ((S)-2-tert-butyl 3-methyl 7-((5)-1-(tert-butoxycarbonyl)-5-(methoxycarbonyl)-2,5-dihydro-1H-pyrrol-3-yl)-3,4-dihydroisoquinoline-2,3(1H)-dicarboxylate). The reactants are C(CCC)[Li] (n-butyl lithium), CNC(C1=CC=CC=C1)=O (N-methyl benzamide), ClC1=CC=C(C=C1)C(C1=C(C=CC=C1)CN(C)C)=O (4'-chloro-2-dimethylaminomethyl benzophenone), [Cl-].[NH4+] (ammonium chloride), dilithio. Run in CCCCCC (hexane), O1CCCC1 (tetrahydrofuran), O1CCCC1 (tetrahydrofuran). Run at temperature 5 celsius. Yields the product ClC1=CC=C(C=C1)C(C=1C(=CC=CC1)C(=O)NC)(O)C1=C(C=CC=C1)CN(C)C (α-(4-chlorophenyl)-α-(2-dimethylaminomethyl phenyl)-α-hydroxy-N-methyl-o-toluamide). As a reaction SMILES: [CH3:1][NH:2][C:3](=[O:10])[C:4]1[CH:9]=[CH:8][CH:7]=[CH:6][CH:5]=1.C([Li])CCC.[Cl:16][C:17]1[CH:22]=[CH:21][C:20]([C:23](=[O:34])[C:24]2[CH:29]=[CH:28][CH:27]=[CH:26][C:25]=2[CH2:30][N:31]([CH3:33])[CH3:32])=[CH:19][CH:18]=1.[Cl-].[NH4+]>CCCCCC.O1CCCC1>[Cl:16][C:17]1[CH:22]=[CH:21][C:20]([C:23]([C:24]2[CH:29]=[CH:28][CH:27]=[CH:26][C:25]=2[CH2:30][N:31]([CH3:33])[CH3:32])([OH:34])[C:5]2[C:4]([C:3]([NH:2][CH3:1])=[O:10])=[CH:9][CH:8]=[CH:7][CH:6]=2)=[CH:19][CH:18]=1 |f:3.4|. Procedure: To a flask equipped with a stirrer, dropping funnel, condenser and gas inlet tube maintained under a nitrogen atmosphere there is added at room temperature 19.7 g (0.146 mole) of N-methyl benzamide and 400 ml. dry tetrahydrofuran. The reaction flask is immersed in an ice bath and cooled to an internal temperature of 5°C. Stirring is initiated and 204 ml. of 1.6 M. n-butyl lithium (~0.321 mole) in hexane is added dropwise over about 1 hour maintaining the temperature below 8°C. The resulting dili... Yields the product CCOC(=O)C=C(CBr)Oc1ccc(OC)cc1. Starting materials: O=C1CCC(=O)N1Br, O=C(OOC(=O)c1ccccc1)c1ccccc1, ClC(Cl)(Cl)Cl, CCOC(=O)C=C(C)Oc1ccc(OC)cc1. Reaction SMILES: [Br:18][N:19]1[C:20](=[O:21])[CH2:22][CH2:23][C:24]1=[O:25].[C:26]([O:27][O:28][C:29](=[O:30])[c:31]1[cH:32][cH:33][cH:34][cH:35][cH:36]1)(=[O:37])[c:38]1[cH:39][cH:40][cH:41][cH:42][cH:43]1.[C:44]([Cl:45])([Cl:46])([Cl:47])[Cl:48].[CH2:1]([CH3:2])[O:3][C:4]([CH:5]=[C:6]([CH3:7])[O:8][c:9]1[cH:10][cH:11][c:12]([O:15][CH3:16])[cH:13][cH:14]1)=[O:17]>>[CH2:1]([CH3:2])[O:3][C:4]([CH:5]=[C:6]([CH2:7][Br:18])[O:8][c:9]1[cH:10][cH:11][c:12]([O:15][CH3:16])[cH:13][cH:14]1)=[O:17]. Reactants: OBO, CC(C)(C)OC(=O)N1CCC(Oc2ccc3cnc(Cl)cc3c2Br)CC1, O=C([O-])[O-], Fc1ccccc1, [Na+], [Na+], C1COCCO1, O, c1ccc(P(c2ccccc2)(c2ccccc2)[Pd](P(c2ccccc2)(c2ccccc2)c2ccccc2)(P(c2ccccc2)(c2ccccc2)c2ccccc2)P(c2ccccc2)(c2ccccc2)c2ccccc2)cc1. Product: CC(C)(C)OC(=O)N1CCC(Oc2ccc3cnc(Cl)cc3c2-c2ccc(F)cc2)CC1. Reaction SMILES: [BH:27]([OH:28])[OH:29].[C:1]([CH3:2])([CH3:3])([CH3:4])[O:5][C:6](=[O:7])[N:8]1[CH2:9][CH2:10][CH:11]([O:14][c:15]2[c:16]([Br:26])[c:17]3[cH:18][c:19]([Cl:25])[n:20][cH:21][c:22]3[cH:23][cH:24]2)[CH2:12][CH2:13]1.[C:37](=[O:38])([O-:39])[O-:40].[F:30][c:31]1[cH:32][cH:33][cH:34][cH:35][cH:36]1.[Na+:41].[Na+:42].[O:43]1[CH2:44][CH2:45][O:46][CH2:47][CH2:48]1.[OH2:49].[cH:50]1[cH:51][cH:52][c:53]([P:54]([Pd:55]([P:56]([c:57]2[cH:58][cH:59][cH:60][cH:61][cH:62]2)([c:63]2[cH:64][cH:65][cH:66][cH:67][cH:68]2)[c:69]2[cH:70][cH:71][cH:72][cH:73][cH:74]2)([P:75]([c:76]2[cH:77][cH:78][cH:79][cH:80][cH:81]2)([c:82]2[cH:83][cH:84][cH:85][cH:86][cH:87]2)[c:88]2[cH:89][cH:90][cH:91][cH:92][cH:93]2)[P:94]([c:95]2[cH:96][cH:97][cH:98][cH:99][cH:100]2)([c:101]2[cH:102][cH:103][cH:104][cH:105][cH:106]2)[c:107]2[cH:108][cH:109][cH:110][cH:111][cH:112]2)([c:113]2[cH:114][cH:115][cH:116][cH:117][cH:118]2)[c:119]2[cH:120][cH:121][cH:122][cH:123][cH:124]2)[cH:125][cH:126]1>>[C:1]([CH3:2])([CH3:3])([CH3:4])[O:5][C:6](=[O:7])[N:8]1[CH2:9][CH2:10][CH:11]([O:14][c:15]2[c:16](-[c:34]3[cH:33][cH:32][c:31]([F:30])[cH:36][cH:35]3)[c:17]3[cH:18][c:19]([Cl:25])[n:20][cH:21][c:22]3[cH:23][cH:24]2)[CH2:12][CH2:13]1. Starting materials: CCCc1ccc(S(=O)(=O)Cl)cc1, Nc1nc2c(s1)CCc1sccc1-2. Yields the product CCCc1ccc(S(=O)(=O)Nc2nc3c(s2)CCc2sccc2-3)cc1. RXN SMILES: [CH2:14]([CH2:15][CH3:16])[c:17]1[cH:18][cH:19][c:20]([S:23](=[O:24])(=[O:25])[Cl:26])[cH:21][cH:22]1.[n:1]1[c:2]([NH2:13])[s:3][c:4]2[c:5]1-[c:6]1[c:7]([s:10][cH:11][cH:12]1)[CH2:8][CH2:9]2>>[n:1]1[c:2]([NH:13][S:23]([c:20]2[cH:19][cH:18][c:17]([CH2:14][CH2:15][CH3:16])[cH:22][cH:21]2)(=[O:24])=[O:25])[s:3][c:4]2[c:5]1-[c:6]1[c:7]([s:10][cH:11][cH:12]1)[CH2:8][CH2:9]2.